This data is from the Open Reaction Database (ORD), a public repository of structured organic reaction records. The task is: describe an organic reaction: reactants, conditions, products, and yield Reactants: aqueous solution, [OH-].[Li+] (lithium hydroxide), O (water), [OH-].[Li+] (lithium hydroxide), ice water, aqueous solution, C(C)OC(=O)C1=CC=C(C=C1)NC(=O)OCC=1N=CN(C1)C=1C=C2C=C(C(NC2=CC1C(F)(F)F)=O)C(=O)OCC (Ethyl 1,2-dihydro-6-(4-(((4-ethoxycarbonylphenyl)carbamoyloxy)methyl)imidazole-1-yl)-2-oxo-7-trifluoromethylquinoline-3-carboxylate), Ice water, O (water). The solvent is C(C)O (ethanol). Conditions: time 4 hour. Yields the product C(=O)(O)C1=CC=C(C=C1)NC(=O)OCC=1N=CN(C1)C=1C=C2C=C(C(NC2=CC1C(F)(F)F)=O)C(=O)O (6-(4-(((4-Carboxyphenyl)carbamoyloxy)methyl)imidazole-1-yl)-1,2-dihydro-2-oxo-7-trifluoromethylquinoline-3-carboxylic acid). Yield: 74.4%. As a reaction SMILES: C([O:3][C:4]([C:6]1[CH:11]=[CH:10][C:9]([NH:12][C:13]([O:15][CH2:16][C:17]2[N:18]=[CH:19][N:20]([C:22]3[CH:23]=[C:24]4[C:29](=[CH:30][C:31]=3[C:32]([F:35])([F:34])[F:33])[NH:28][C:27](=[O:36])[C:26]([C:37]([O:39]CC)=[O:38])=[CH:25]4)[CH:21]=2)=[O:14])=[CH:8][CH:7]=1)=[O:5])C.[OH-].[Li+].O>C(O)C>[C:4]([C:6]1[CH:11]=[CH:10][C:9]([NH:12][C:13]([O:15][CH2:16][C:17]2[N:18]=[CH:19][N:20]([C:22]3[CH:23]=[C:24]4[C:29](=[CH:30][C:31]=3[C:32]([F:35])([F:33])[F:34])[NH:28][C:27](=[O:36])[C:26]([C:37]([OH:39])=[O:38])=[CH:25]4)[CH:21]=2)=[O:14])=[CH:8][CH:7]=1)([OH:5])=[O:3] |f:1.2|. Reported procedure: To a suspension of the compound of Example 18 (1.13 g, 1.97 mmol) in ethanol (30 ml) was added 1 mol/L aqueous solution of lithium hydroxide (9.26 ml, 9.26 mmol) and successively water (15 ml), and, after stirring for 4 hours at room temperature, the mixture was allowed to stand statically overnight. After stirring for 16 hours at 30° C., ice water was added to the reaction mixture and the insolubles were filtered off. Then, the pH value was brought to 4 with 3 mol/L hydrochloric acid and solven...